Dataset: the Open Reaction Database (ORD), a public repository of structured organic reaction records. Task: describe an organic reaction: reactants, conditions, products, and yield Reactants: Cl (HCl), [OH-].[NH4+] (ammonium hydroxide), C(C)OC(=O)C=1N=C(C=2N(C3=CC=CC=C3C2C1O)C)Br (1-bromo-4-hydroxy-9-methyl-9H-beta-carboline-3-carboxylic acid ethyl ester), C(#N)[Cu] (CuCN). Run in CCOC(=O)C (EtOAc), CN1CCCC1=O (NMP). Run at temperature 120 celsius. The product is C(C)OC(=O)C=1N=C(C=2N(C3=CC=CC=C3C2C1O)C)C#N (1-Cyano-4-hydroxy-9-methyl-9H-beta-carboline-3-carboxylic acid ethyl ester). Isolated yield 38.8%. As a reaction SMILES: [CH2:1]([O:3][C:4]([C:6]1[N:7]=[C:8](Br)[C:9]2[N:10]([CH3:20])[C:11]3[C:16]([C:17]=2[C:18]=1[OH:19])=[CH:15][CH:14]=[CH:13][CH:12]=3)=[O:5])[CH3:2].[C:22]([Cu])#[N:23].[OH-].[NH4+].Cl>CN1C(=O)CCC1.CCOC(C)=O>[CH2:1]([O:3][C:4]([C:6]1[N:7]=[C:8]([C:22]#[N:23])[C:9]2[N:10]([CH3:20])[C:11]3[C:16]([C:17]=2[C:18]=1[OH:19])=[CH:15][CH:14]=[CH:13][CH:12]=3)=[O:5])[CH3:2] |f:2.3|. Procedure details: A mixture of 1-bromo-4-hydroxy-9-methyl-9H-beta-carboline-3-carboxylic acid ethyl ester (256 mg), CuCN (132 mg) in NMP (N-methyl 2-pyrrolidinone, 2 mL) was heated at 120° C. for 67 min. The mixture was poured into a stirring mixture of EtOAc and diluted ammonium hydroxide solution, then acidified with conc. HCl; then the organic phase was separated from aqueous and washed with sat. NaCl solution, dried over anhydrous sodium sulfate, filtered, concentrated; the residue was purified with column to...